This data is from the Open Reaction Database (ORD), a public repository of structured organic reaction records. The task is: describe an organic reaction: reactants, conditions, products, and yield The reactants are C(C)(C)(C)OC(=O)NCCSC1=CC=CC=2N1C(=CN2)[N+](=O)[O-] (5-[2-(tert-butoxycarbonylamino)ethylthio]-3-nitroimidazo[1,2-a]pyridine), Cl (hydrochloric acid). Run in CO (methanol). Run at time 1 hour. Product: Cl.Cl.NCCSC1=CC=CC=2N1C(=CN2)[N+](=O)[O-] (5-[2-(amino)ethylthio]-3-nitroimidazo[1,2-a]pyridine.dihydrochloride). Reaction SMILES: C(OC([NH:8][CH2:9][CH2:10][S:11][C:12]1[N:17]2[C:18]([N+:21]([O-:23])=[O:22])=[CH:19][N:20]=[C:16]2[CH:15]=[CH:14][CH:13]=1)=O)(C)(C)C.[ClH:24]>CO>[ClH:24].[ClH:24].[NH2:8][CH2:9][CH2:10][S:11][C:12]1[N:17]2[C:18]([N+:21]([O-:23])=[O:22])=[CH:19][N:20]=[C:16]2[CH:15]=[CH:14][CH:13]=1 |f:3.4.5|. Procedure details: To a suspension of 5-[2-(tert-butoxycarbonylamino)ethylthio]-3-nitroimidazo[1,2-a]pyridine (364 mg, 1.08 mmoles) in methanol (3 ml) was added conc. hydrochloric acid (2 ml) and the mixture was stirred at room temperature for 1 hour. Then, the solvent was distilled off to obtain 340 mg of the desired product (quantitative, brown solid). Reactants: OC1=C(C(=O)OC)C=C(C(=C1)OC)CC=C(C)C (methyl 2-hydroxy-4-methoxy-5-(3-methyl-2-butenyl)benzoate), C(C)(C)(C)OC(=O)NCCO (N-(t-butoxycarbonyl)-2-aminoethanol), CC(C)OC(=O)/N=N/C(=O)OC(C)C (diisopropylazodicarboxylate). Run in O1CCCC1 (tetrahydrofuran). Yields the product C(C)(C)(C)OC(=O)NCCOC1=C(C(=O)OC)C=C(C(=C1)OC)CC=C(C)C (methyl 2-(2-t-butoxycarbonylaminoethoxy)-4-methoxy-5-(3-methyl-2-butenyl)benzoate). The yield is 49.0%. Reaction SMILES: [OH:1][C:2]1[CH:11]=[C:10]([O:12][CH3:13])[C:9]([CH2:14][CH:15]=[C:16]([CH3:18])[CH3:17])=[CH:8][C:3]=1[C:4]([O:6][CH3:7])=[O:5].[C:19]([O:23][C:24]([NH:26][CH2:27][CH2:28]O)=[O:25])([CH3:22])([CH3:21])[CH3:20].CC(OC(/N=N/C(OC(C)C)=O)=O)C>O1CCCC1>[C:19]([O:23][C:24]([NH:26][CH2:27][CH2:28][O:1][C:2]1[CH:11]=[C:10]([O:12][CH3:13])[C:9]([CH2:14][CH:15]=[C:16]([CH3:18])[CH3:17])=[CH:8][C:3]=1[C:4]([O:6][CH3:7])=[O:5])=[O:25])([CH3:22])([CH3:21])[CH3:20]. Procedure: 2.00 g of methyl 2-hydroxy-4-methoxy-5-(3-methyl-2-butenyl)benzoate, 1.29 g of N-(t-butoxycarbonyl)-2-aminoethanol, and 2.31 g of triphephenylphosphine were dissolved in 50 ml of tetrahydrofuran. The obtained mixture was cooled on ice. Thereafter, 1.73 ml of diisopropylazodicarboxylate was added to the reaction solution at the same temperature, and the temperature was then raised to a room temperature. After completion of the reaction, the reaction solution was concentrated. The residue was puri... The product is OC1CC(c2ccc(Br)cc2)C1. RXN SMILES: [Br:1][c:2]1[cH:3][cH:4][c:5]([CH:8]2[CH2:9][C:10](=[O:12])[CH2:11]2)[cH:6][cH:7]1.[CH2:17]1[O:18][CH2:19][CH2:20][CH2:21]1.[Cl-:14].[ClH:16].[NH4+:15].[OH2:13]>>[Br:1][c:2]1[cH:3][cH:4][c:5]([CH:8]2[CH2:9][CH:10]([OH:12])[CH2:11]2)[cH:6][cH:7]1. The reactants are O=C1CC(c2ccc(Br)cc2)C1, C1CCOC1, [Cl-], Cl, [NH4+], O. Reactants: NC1=CC=C(C=N1)NC(=O)C=1N(C2=CC=C(C=C2C1)F)CC1=CC(=CC=C1)F (N-[6-aminopyrid-3-yl]-5-fluoro-1-[(3-fluorophenyl)methyl]-1H-indole-2-carboxamide), BrC(C(=O)C1=CC=CC=C1)C (2-bromo-1-phenylpropan-1-one). Run in C(C)#N (acetonitrile). Conditions: temperature 80 celsius, time 24 hour. Product: CC1=C(N=C2N1C=C(C=C2)NC(=O)C=2N(C1=CC=C(C=C1C2)F)CC2=CC(=CC=C2)F)C2=CC=CC=C2 (N-(3-Methyl-2-phenylimidazo[1,2-a]pyrid-6-yl)-5-fluoro-1-[(3-fluorophenyl)-methyl]-1H-indole-2-carboxamide). The yield is 37.5%. Reaction SMILES: [NH2:1][C:2]1[N:7]=[CH:6][C:5]([NH:8][C:9]([C:11]2[N:12]([CH2:21][C:22]3[CH:27]=[CH:26][CH:25]=[C:24]([F:28])[CH:23]=3)[C:13]3[C:18]([CH:19]=2)=[CH:17][C:16]([F:20])=[CH:15][CH:14]=3)=[O:10])=[CH:4][CH:3]=1.Br[CH:30]([CH3:39])[C:31]([C:33]1[CH:38]=[CH:37][CH:36]=[CH:35][CH:34]=1)=O>C(#N)C>[CH3:39][C:30]1[N:7]2[CH:6]=[C:5]([NH:8][C:9]([C:11]3[N:12]([CH2:21][C:22]4[CH:27]=[CH:26][CH:25]=[C:24]([F:28])[CH:23]=4)[C:13]4[C:18]([CH:19]=3)=[CH:17][C:16]([F:20])=[CH:15][CH:14]=4)=[O:10])[CH:4]=[CH:3][C:2]2=[N:1][C:31]=1[C:33]1[CH:38]=[CH:37][CH:36]=[CH:35][CH:34]=1. Reported procedure: 0.05 g (0.13 mmol) of N-[6-aminopyrid-3-yl]-5-fluoro-1-[(3-fluorophenyl)methyl]-1H-indole-2-carboxamide prepared according to the protocol described in step 4.2, 0.056 g (0.26 mmol) of 2-bromo-1-phenylpropan-1-one and 4 mL of acetonitrile are introduced into a 10 mL screw-topped tube equipped with a magnetic bar. The top is then screwed on and the tube is heated at 80° C. with stirring for 24 hours. After this time and cooling to room temperature, the precipitate obtained is filtered off and rin... Starting materials: ClC=1C=C2C=CNC2=C(C1)C(=O)O (5-chloro-1H-indole-7-carboxylic acid), C(C)(C)(C)C1=CC=C(CNCCN(C)C2=CC=C(C=C2)Cl)C=C1 (N′-(4-tert-butyl-benzyl)-N-(4-chloro-phenyl)-N-methyl-ethane-1,2-diamine), CCN=C=NCCCN(C)C.Cl (EDC.HCl). Solvent: C(Cl)Cl (DCM). Yields the product C(C)(C)(C)C1=CC=C(CN(C(=O)C=2C=C(C=C3C=CNC23)Cl)CCN(C)C2=CC=C(C=C2)Cl)C=C1 (5-Chloro-1H-indole-7-carboxylic acid (4-tert-butyl-benzyl)-{2-[(4-chloro-phenyl)-methyl-amino]-ethyl}-amide). The yield is 55.1%. RXN SMILES: [Cl:1][C:2]1[CH:3]=[C:4]2[C:8](=[C:9]([C:11]([OH:13])=O)[CH:10]=1)[NH:7][CH:6]=[CH:5]2.[C:14]([C:18]1[CH:36]=[CH:35][C:21]([CH2:22][NH:23][CH2:24][CH2:25][N:26]([C:28]2[CH:33]=[CH:32][C:31]([Cl:34])=[CH:30][CH:29]=2)[CH3:27])=[CH:20][CH:19]=1)([CH3:17])([CH3:16])[CH3:15].CCN=C=NCCCN(C)C.Cl>C(Cl)Cl>[C:14]([C:18]1[CH:36]=[CH:35][C:21]([CH2:22][N:23]([CH2:24][CH2:25][N:26]([C:28]2[CH:29]=[CH:30][C:31]([Cl:34])=[CH:32][CH:33]=2)[CH3:27])[C:11]([C:9]2[CH:10]=[C:2]([Cl:1])[CH:3]=[C:4]3[C:8]=2[NH:7][CH:6]=[CH:5]3)=[O:13])=[CH:20][CH:19]=1)([CH3:17])([CH3:15])[CH3:16] |f:2.3|. Procedure details: 98 mg (0.50 mol) of 5-chloro-1H-indole-7-carboxylic acid, 165 mg (0.5 mmol) of N′-(4-tert-butyl-benzyl)-N-(4-chloro-phenyl)-N-methyl-ethane-1,2-diamine and 108 mg (0.55 mmol) of EDC.HCl were dissolved in 5 ml DCM. The reaction mixture was stirred at rt over night. The solvent was evaporated and the residue was dissolved in diethyl ether. The organic layer was washed with 1N aqueous HCl solution, once with 1N aqueous NaOH solution and once with saturated aqueous NaCl solution, dried over sodium s...